Dataset: the Open Reaction Database (ORD), a public repository of structured organic reaction records. Task: describe an organic reaction: reactants, conditions, products, and yield The reactants are Cc1ccccc1, CCO, OB(O)c1ccc(CC2CC2)cc1, COc1nc(C)cnc1N(C(=O)OCC(C)C)S(=O)(=O)c1cccnc1Cl, [Na+], [Na+], O=C([O-])[O-], O. The product is COc1nc(C)cnc1N(C(=O)OCC(C)C)S(=O)(=O)c1cccnc1-c1ccc(CC2CC2)cc1. As a reaction SMILES: [CH3:47][c:48]1[cH:49][cH:50][cH:51][cH:52][cH:53]1.[CH3:55][CH2:56][OH:57].[CH:1]1([CH2:4][c:5]2[cH:6][cH:7][c:8]([B:11]([OH:12])[OH:13])[cH:9][cH:10]2)[CH2:2][CH2:3]1.[Cl:14][c:15]1[n:16][cH:17][cH:18][cH:19][c:20]1[S:21](=[O:22])(=[O:23])[N:24]([c:25]1[n:26][cH:27][c:28]([CH3:33])[n:29][c:30]1[O:31][CH3:32])[C:34](=[O:35])[O:36][CH2:37][CH:38]([CH3:39])[CH3:40].[Na+:41].[Na+:42].[O-:43][C:44](=[O:45])[O-:46].[OH2:54]>>[CH:1]1([CH2:4][c:5]2[cH:6][cH:7][c:8](-[c:15]3[n:16][cH:17][cH:18][cH:19][c:20]3[S:21](=[O:22])(=[O:23])[N:24]([c:25]3[n:26][cH:27][c:28]([CH3:33])[n:29][c:30]3[O:31][CH3:32])[C:34](=[O:35])[O:36][CH2:37][CH:38]([CH3:39])[CH3:40])[cH:9][cH:10]2)[CH2:2][CH2:3]1. The yield is 74.0%. Starting materials: CC1=NN(C=C1COC1=CC=C(COC2=NC=CC=C2CC#N)C=C1)C1=NC=CC=C1 (2-[2-[4-[[3-methyl-1-(2-pyridyl)-1H-pyrazol-4-yl]methoxy]benzyloxy]-3-pyridyl]acetonitrile), C(C)O (ethanol), Cl (Hydrochloric acid), O (water), [OH-].[Na+] (sodium hydroxide). Product: CC1=NN(C=C1COC1=CC=C(COC2=NC=CC=C2CC(=O)O)C=C1)C1=NC=CC=C1 (2-[2-[4-[[3-methyl-1-(2-pyridyl)-1H-pyrazol-4-yl]methoxy]benzyloxy]-3-pyridyl]acetic acid). As a reaction SMILES: [CH3:1][C:2]1[C:6]([CH2:7][O:8][C:9]2[CH:25]=[CH:24][C:12]([CH2:13][O:14][C:15]3[C:20]([CH2:21][C:22]#N)=[CH:19][CH:18]=[CH:17][N:16]=3)=[CH:11][CH:10]=2)=[CH:5][N:4]([C:26]2[CH:31]=[CH:30][CH:29]=[CH:28][N:27]=2)[N:3]=1.C(O)C.[OH-:35].[Na+].Cl.[OH2:38]>>[CH3:1][C:2]1[C:6]([CH2:7][O:8][C:9]2[CH:25]=[CH:24][C:12]([CH2:13][O:14][C:15]3[C:20]([CH2:21][C:22]([OH:38])=[O:35])=[CH:19][CH:18]=[CH:17][N:16]=3)=[CH:11][CH:10]=2)=[CH:5][N:4]([C:26]2[CH:31]=[CH:30][CH:29]=[CH:28][N:27]=2)[N:3]=1 |f:2.3|. Procedure: To a mixture of 2-[2-[4-[[3-methyl-1-(2-pyridyl)-1H-pyrazol-4-yl]methoxy]benzyloxy]-3-pyridyl]acetonitrile (0.30 g) and ethanol (15 mL) was added a 2N aqueous sodium hydroxide solution (10 mL) and the mixture was heated under reflux for 24 hrs. 1N Hydrochloric acid (20 mL) and water were added to the reaction mixture. The precipitated crystals were collected by filtration and dried with air to give crystals (0.23 g, 74%) of 2-[2-[4-[[3-methyl-1-(2-pyridyl)-1H-pyrazol-4-yl]methoxy]benzyloxy]-3-py...